The task is: describe an organic reaction: reactants, conditions, products, and yield. This data is from the Open Reaction Database (ORD), a public repository of structured organic reaction records. The reactants are C(C1=CC=CC=C1)[C@H]1N(C(OC1)=O)C([C@@H](CC=C)CC1=C(C=C(C=C1Cl)C1=CC=C(C=C1)F)Cl)=O ((R)-4-Benzyl-3-[(S)-2-(3,5-dichloro-4′-fluoro-biphenyl-4-ylmethyl)-pent-4-enoyl]-oxazolidin-2-one), starch, O=[O+][O-] (ozone), CSC (dimethyl sulfide). Solvent: ClCCl (dichloromethane), CO (methanol). Conditions: temperature -78 celsius. Product: C(C1=CC=CC=C1)[C@H]1N(C(OC1)=O)C([C@@H](CC=O)CC1=C(C=C(C=C1Cl)C1=CC=C(C=C1)F)Cl)=O ((R)-4-((R)-4-Benzyl-2-oxo-oxazolidin-3-yl)-3-(3,5-dichloro-4′-fluoro-biphenyl-4-ylmethyl)-4-oxo-butyraldehyde). As a reaction SMILES: [CH2:1]([C@@H:8]1[CH2:12][O:11][C:10](=[O:13])[N:9]1[C:14](=[O:35])[C@H:15]([CH2:19][C:20]1[C:25]([Cl:26])=[CH:24][C:23]([C:27]2[CH:32]=[CH:31][C:30]([F:33])=[CH:29][CH:28]=2)=[CH:22][C:21]=1[Cl:34])[CH2:16][CH:17]=C)[C:2]1[CH:7]=[CH:6][CH:5]=[CH:4][CH:3]=1.[O:36]=[O+][O-].CSC>ClCCl.CO>[CH2:1]([C@@H:8]1[CH2:12][O:11][C:10](=[O:13])[N:9]1[C:14](=[O:35])[C@H:15]([CH2:19][C:20]1[C:25]([Cl:26])=[CH:24][C:23]([C:27]2[CH:28]=[CH:29][C:30]([F:33])=[CH:31][CH:32]=2)=[CH:22][C:21]=1[Cl:34])[CH2:16][CH:17]=[O:36])[C:2]1[CH:3]=[CH:4][CH:5]=[CH:6][CH:7]=1. Reported procedure: Dissolve (R)-4-Benzyl-3-[(S)-2-(3,5-dichloro-4′-fluoro-biphenyl-4-ylmethyl)-pent-4-enoyl]-oxazolidin-2-one (1.95 mmoles; 1.00 g) in dichloromethane (10 ml) and methanol (1 mL). Cool the mixture to −78° C. in a dry ice acetone bath and add ozone subsurface to the reaction with an exotherm to −71° C. The reaction turns blue, and then sweep with nitrogen to a clear color. Add dimethyl sulfide (2 mL; 27.20 mmoles) dropwise at −78° C. Warm the solution to ambient temperature and then test with KI sta... The reactants are C1COCCN1, C1CCOC1, C=CCOC(=O)C(N)(C(Cc1ccccc1)C(=O)O)S(=O)(=O)c1cccc2ccccc12, ClCCl, [Pd], c1ccc(P(c2ccccc2)c2ccccc2)cc1, c1ccc(P(c2ccccc2)c2ccccc2)cc1, c1ccc(P(c2ccccc2)c2ccccc2)cc1, c1ccc(P(c2ccccc2)c2ccccc2)cc1. Yields the product NC(C(=O)O)(C(Cc1ccccc1)C(=O)O)S(=O)(=O)c1cccc2ccccc12. Reaction SMILES: [CH2:1]1[NH:2][CH2:3][CH2:4][O:5][CH2:6]1.[CH2:39]1[O:40][CH2:41][CH2:42][CH2:43]1.[CH2:7]([CH:8]=[CH2:9])[O:10][C:11]([C:12]([NH2:13])([CH:14]([C:15](=[O:16])[OH:17])[CH2:18][c:19]1[cH:20][cH:21][cH:22][cH:23][cH:24]1)[S:25](=[O:26])(=[O:27])[c:28]1[cH:29][cH:30][cH:31][c:32]2[cH:33][cH:34][cH:35][cH:36][c:37]12)=[O:38].[Cl:44][CH2:45][Cl:46].[Pd:47].[c:105]1([P:106]([c:107]2[cH:108][cH:109][cH:110][cH:111][cH:112]2)[c:113]2[cH:114][cH:115][cH:116][cH:117][cH:118]2)[cH:119][cH:120][cH:121][cH:122][cH:123]1.[c:48]1([P:49]([c:50]2[cH:51][cH:52][cH:53][cH:54][cH:55]2)[c:56]2[cH:57][cH:58][cH:59][cH:60][cH:61]2)[cH:62][cH:63][cH:64][cH:65][cH:66]1.[c:67]1([P:68]([c:69]2[cH:70][cH:71][cH:72][cH:73][cH:74]2)[c:75]2[cH:76][cH:77][cH:78][cH:79][cH:80]2)[cH:81][cH:82][cH:83][cH:84][cH:85]1.[c:86]1([P:87]([c:88]2[cH:89][cH:90][cH:91][cH:92][cH:93]2)[c:94]2[cH:95][cH:96][cH:97][cH:98][cH:99]2)[cH:100][cH:101][cH:102][cH:103][cH:104]1>>[O:10]=[C:11]([C:12]([NH2:13])([CH:14]([C:15](=[O:16])[OH:17])[CH2:18][c:19]1[cH:20][cH:21][cH:22][cH:23][cH:24]1)[S:25](=[O:26])(=[O:27])[c:28]1[cH:29][cH:30][cH:31][c:32]2[cH:33][cH:34][cH:35][cH:36][c:37]12)[OH:38]. Reaction SMILES: Cl[CH2:2][CH2:3]Cl.ClCCl.[C:8](#N)C.[CH:11]1[CH:16]=[CH:15][CH:14]=[CH:13][CH:12]=1.[CH2:17]1[CH2:21][O:20][CH2:19][CH2:18]1>N1C=CC=CC=1>[C:19]([C:18]1[CH:17]=[CH:21][CH:3]=[CH:2][CH:8]=1)(=[O:20])[C:11]1[CH:16]=[CH:15][CH:14]=[CH:13][CH:12]=1. The solvent is N1=CC=CC=C1 (pyridine). Procedure: Melting points were determined on a Mel-temp II laboratory device and are uncorrected. NMR spectra were recorded on a Bruker 250 or Brucker 400 Fourier transform spectrometer; chemical shifts are reported in parts per million(δ), and signals are quoted as s singlet), d (doublet), t (triplet), q (quartet), m (multiplet), and dd (doublet of doublets). UV spectra were obtained on a Beckman DU-7 spectrophotometer. Optical rotations were measured on a JASCO DIP-370 digital polarimeter. TLC was perfor... The product is C(C1=CC=CC=C1)(=O)C1=CC=CC=C1 (benzophenone). The reactants are C1CCOC1 (THF), II, ClCCCl (1,2-dichloroethane), ClCCl (dichloromethane), C(C)#N (acetonitrile), C1=CC=CC=C1 (benzene). Starting materials: ClC1=CC(=C(C=C1C=1C(N(C2=CC(=NC=C2C1)NCCOC)CC)=O)NC(=O)NC1=C(C=CC=C1)F)F (1-(4-chloro-5-(1-ethyl-7-(2-methoxyethylamino)-2-oxo-1,2-dihydro-1,6-naphthyridin-3-yl)-2-fluorophenyl)-3-(2-fluorophenyl)urea), CS(=O)(=O)O (methanesulfonic acid). Run in CC#N (MeCN). Reaction conditions: time 20 hour. The product is CS(=O)(=O)O.ClC1=CC(=C(C=C1C=1C(N(C2=CC(=NC=C2C1)NCCOC)CC)=O)NC(=O)NC1=C(C=CC=C1)F)F (1-(4-chloro-5-(1-ethyl-7-(2-methoxyethylamino)-2-oxo-1,2-dihydro-1,6-naphthyridin-3-yl)-2-fluorophenyl)-3-(2-fluorophenyl)urea methanesulfonate). The yield is 78.8%. Reaction SMILES: [Cl:1][C:2]1[C:7]([C:8]2[C:9](=[O:25])[N:10]([CH2:23][CH3:24])[C:11]3[C:16]([CH:17]=2)=[CH:15][N:14]=[C:13]([NH:18][CH2:19][CH2:20][O:21][CH3:22])[CH:12]=3)=[CH:6][C:5]([NH:26][C:27]([NH:29][C:30]2[CH:35]=[CH:34][CH:33]=[CH:32][C:31]=2[F:36])=[O:28])=[C:4]([F:37])[CH:3]=1.[CH3:38][S:39]([OH:42])(=[O:41])=[O:40]>CC#N>[CH3:38][S:39]([OH:42])(=[O:41])=[O:40].[Cl:1][C:2]1[C:7]([C:8]2[C:9](=[O:25])[N:10]([CH2:23][CH3:24])[C:11]3[C:16]([CH:17]=2)=[CH:15][N:14]=[C:13]([NH:18][CH2:19][CH2:20][O:21][CH3:22])[CH:12]=3)=[CH:6][C:5]([NH:26][C:27]([NH:29][C:30]2[CH:35]=[CH:34][CH:33]=[CH:32][C:31]=2[F:36])=[O:28])=[C:4]([F:37])[CH:3]=1 |f:3.4|. Procedure details: A suspension of 1-(4-chloro-5-(1-ethyl-7-(2-methoxyethylamino)-2-oxo-1,2-dihydro-1,6-naphthyridin-3-yl)-2-fluorophenyl)-3-(2-fluorophenyl)urea (0.220 g, 0.417 mmol) in MeCN (10 mL) was treated with methanesulfonic acid (0.040 g, 0.417 mmol) and stirred at RT for 20 h. The solids were filtered, washed and dried to provide 1-(4-chloro-5-(1-ethyl-7-(2-methoxyethylamino)-2-oxo-1,2-dihydro-1,6-naphthyridin-3-yl)-2-fluorophenyl)-3-(2-fluorophenyl)urea methanesulfonate (205 mg, 79% yield) as a white so...